The task is: describe an organic reaction: reactants, conditions, products, and yield. This data is from the Open Reaction Database (ORD), a public repository of structured organic reaction records. Reactants: FC1=C2C(=NC=C1OCCOC)NC=C2 (4-Fluoro-5-(2-methoxyethoxy)-1H-pyrrolo[2,3-b]pyridine), [N+](=O)(O)[O-] (HNO3). Conditions: time 15 minute. Product: FC1=C2C(=NC=C1OCCOC)NC=C2[N+](=O)[O-] (4-fluoro-5-(2-methoxyethoxy)-3-nitro-1H-pyrrolo[2,3-b]pyridine). Yield: 67.0%. RXN SMILES: [F:1][C:2]1[C:7]([O:8][CH2:9][CH2:10][O:11][CH3:12])=[CH:6][N:5]=[C:4]2[NH:13][CH:14]=[CH:15][C:3]=12.[N+:16]([O-])([OH:18])=[O:17]>>[F:1][C:2]1[C:7]([O:8][CH2:9][CH2:10][O:11][CH3:12])=[CH:6][N:5]=[C:4]2[NH:13][CH:14]=[C:15]([N+:16]([O-:18])=[O:17])[C:3]=12. Procedure: 4-Fluoro-5-(2-methoxyethoxy)-1H-pyrrolo[2,3-b]pyridine (440 mg, 2.09 mmol) was added to HNO3 fuming (4 mL) at 0-5° C., and the reaction was stirred for 15 minutes. Ice was added, and the resulting solid was filtered and dried to yield 4-fluoro-5-(2-methoxyethoxy)-3-nitro-1H-pyrrolo[2,3-b]pyridine (360 mg, 67% yield) as a solid. Starting materials: C(C)(C)OC(C)C (Diisopropyl ether), [N+](=O)(O)[O-] (nitric acid), C(C)(=O)OC(C)=O (acetic anhydride), S(O)(O)(=O)=O (sulfuric acid), O=C1NC2=CC=CC=C2CC1NC(C)=O (N-(2-oxo-1,2,3,4-tetrahydroquinolin-3-yl)acetamide). The solvent is C(C)(=O)O (acetic acid). Reaction conditions: time 3.5 hour. Yields the product [N+](=O)([O-])C=1C=CC=C2CC(C(NC12)=O)NC(C)=O (N-(8-nitro-2-oxo-1,2,3,4-tetrahydroquinolin-3-yl)acetamide). Reaction SMILES: [N+:1]([O-:4])(O)=[O:2].C(OC(=O)C)(=O)C.S(=O)(=O)(O)O.[O:17]=[C:18]1[CH:27]([NH:28][C:29](=[O:31])[CH3:30])[CH2:26][C:25]2[C:20](=[CH:21][CH:22]=[CH:23][CH:24]=2)[NH:19]1.C(OC(C)C)(C)C>C(O)(=O)C>[N+:1]([C:21]1[CH:22]=[CH:23][CH:24]=[C:25]2[C:20]=1[NH:19][C:18](=[O:17])[CH:27]([NH:28][C:29](=[O:31])[CH3:30])[CH2:26]2)([O-:4])=[O:2]. Reported procedure: Fuming nitric acid (2 mL) was added dropwise to acetic anhydride (81 mL) at an internal temperature of 8° C. or lower, and sulfuric acid (81 μL) and a solution of N-(2-oxo-1,2,3,4-tetrahydroquinolin-3-yl)acetamide (8.1 g) in acetic acid (81 mL) were sequentially added thereto, followed by stirring at room temperature for 3.5 hours. Diisopropyl ether (162 mL) was added to the mixture, and stirring was performed under cooling on ice for 30 minutes. The formed precipitates were recovered through fi...